The task is: describe an organic reaction: reactants, conditions, products, and yield. This data is from the Open Reaction Database (ORD), a public repository of structured organic reaction records. The reactants are CC(=O)N[Si](C)(C)C, CS(C)=O, CO, Clc1cccc(C2CO2)c1, Cl, CC(C)(N)Cc1ccc([N+](=O)[O-])cc1, [Na+], [Na+], O=C([O-])[O-]. Product: CC(C)(Cc1ccc([N+](=O)[O-])cc1)NCC(O)c1cccc(Cl)c1. As a reaction SMILES: [CH3:15][Si:16]([CH3:17])([CH3:18])[NH:19][C:20](=[O:21])[CH3:22].[CH3:40][S:41]([CH3:42])=[O:43].[CH3:44][OH:45].[Cl:23][c:24]1[cH:25][c:26]([CH:27]2[CH2:28][O:29]2)[cH:30][cH:31][cH:32]1.[ClH:33].[NH2:1][C:2]([CH2:3][c:4]1[cH:5][cH:6][c:7]([N+:10](=[O:11])[O-:12])[cH:8][cH:9]1)([CH3:13])[CH3:14].[Na+:34].[Na+:35].[O-:36][C:37](=[O:38])[O-:39]>>[NH:1]([C:2]([CH2:3][c:4]1[cH:5][cH:6][c:7]([N+:10](=[O:11])[O-:12])[cH:8][cH:9]1)([CH3:13])[CH3:14])[CH2:28][CH:27]([c:26]1[cH:25][c:24]([Cl:23])[cH:32][cH:31][cH:30]1)[OH:29].